Dataset: the Open Reaction Database (ORD), a public repository of structured organic reaction records. Task: describe an organic reaction: reactants, conditions, products, and yield Reactants: [BH4-], CC1CCCN1c1ccc([N+](=O)[O-])c(C(F)(F)F)n1, CO, [Na+]. The product is CC1CCCN1c1ccc(N)c(C(F)(F)F)n1. RXN SMILES: [BH4-:20].[CH3:1][CH:2]1[N:3]([c:7]2[cH:8][cH:9][c:10]([N+:17]([O-:18])=[O:19])[c:11]([C:13]([F:14])([F:15])[F:16])[n:12]2)[CH2:4][CH2:5][CH2:6]1.[CH3:22][OH:23].[Na+:21]>>[CH3:1][CH:2]1[N:3]([c:7]2[cH:8][cH:9][c:10]([NH2:17])[c:11]([C:13]([F:14])([F:15])[F:16])[n:12]2)[CH2:4][CH2:5][CH2:6]1.